Dataset: the Open Reaction Database (ORD), a public repository of structured organic reaction records. Task: describe an organic reaction: reactants, conditions, products, and yield The reactants are [N+](=O)([O-])C=1C=C2NC(C(NC2=CC1Br)=O)=O (6-nitro-7-bromo-1,4-dihydro-2,3-quinoxalinedione), Cl[Sn]Cl (SnCl2). Solvent: C(C)O (ethanol), CS(=O)C (DMSO). Run at temperature 90 celsius, time 1 hour. Yields the product NC=1C=C2NC(C(NC2=CC1Br)=O)=O (6-Amino-7-bromo-1,4-dihydro-2,3-quinoxalinedione). Yield: 65.1%. Reaction SMILES: [N+:1]([C:4]1[CH:5]=[C:6]2[C:11](=[CH:12][C:13]=1[Br:14])[NH:10][C:9](=[O:15])[C:8](=[O:16])[NH:7]2)([O-])=O.Cl[Sn]Cl>C(O)C.CS(C)=O>[NH2:1][C:4]1[CH:5]=[C:6]2[C:11](=[CH:12][C:13]=1[Br:14])[NH:10][C:9](=[O:15])[C:8](=[O:16])[NH:7]2. Reported procedure: To a stirred mixture of 6-nitro-7-bromo-1,4-dihydro-2,3-quinoxalinedione (87 mg, 0.30 mMol) in ethanol (3 mL) and DMSO (0.5 mL) was added SnCl2 ·2H2O (343 mg, 1.50 mMol) in one portion. The mixture was refluxed at 80° C. (oil bath 90° C.) with stirring for 1 h to form a clear solution which was refluxed for another 1 h. It was then cooled to room temperature and the yellow precipitate was collected by filtration, followed by washing with cold ethanol (2×1 mL) to give 50 mg (67%) of crude title c... Starting materials: C(C)(C)(C)OC(=O)N[C@H]1CNC[C@H](C1)NC(=O)OC(C)(C)C ((3R,5S)-3,5-bis-(tert-Butoxycarbonylamino)-piperidine), C(C1=CC=CC=C1)OC1=C(C=CC(=C1)NC1=NC(=NC(=N1)Cl)Cl)NC(C)=O (N-[2-Benzyloxy-4-(4,6-dichloro-[1,3,5]triazin-2-ylamino)-phenyl]-acetamide). The solvent is CN(C)C=O (DMF). Reaction conditions: temperature 80 celsius. Yields the product C(C1=CC=CC=C1)OC1=C(C=CC(=C1)NC1=NC(=NC(=N1)N1C[C@@H](C[C@@H](C1)NC(=O)OC(C)(C)C)NC(=O)OC(C)(C)C)N1C[C@@H](C[C@@H](C1)NC(=O)OC(C)(C)C)NC(=O)OC(C)(C)C)NC(C)=O (N-[2-Benzyloxy-4-(4,6-bis-((3R,5S)-3,5-bis-(tert-Butoxycarbonylamino)-piperidin-1-yl)-[1,3,5]triazin-2-ylamino)-phenyl]-acetamide). Isolated yield 95.0%. Reaction SMILES: [C:1]([O:5][C:6]([NH:8][C@@H:9]1[CH2:14][C@H:13]([NH:15][C:16]([O:18][C:19]([CH3:22])([CH3:21])[CH3:20])=[O:17])[CH2:12][NH:11][CH2:10]1)=[O:7])([CH3:4])([CH3:3])[CH3:2].[CH2:23]([O:30][C:31]1[CH:36]=[C:35]([NH:37][C:38]2[N:43]=[C:42](Cl)[N:41]=[C:40](Cl)[N:39]=2)[CH:34]=[CH:33][C:32]=1[NH:46][C:47](=[O:49])[CH3:48])[C:24]1[CH:29]=[CH:28][CH:27]=[CH:26][CH:25]=1>CN(C=O)C>[CH2:23]([O:30][C:31]1[CH:36]=[C:35]([NH:37][C:38]2[N:43]=[C:42]([N:11]3[CH2:12][C@@H:13]([NH:15][C:16]([O:18][C:19]([CH3:22])([CH3:21])[CH3:20])=[O:17])[CH2:14][C@@H:9]([NH:8][C:6]([O:5][C:1]([CH3:4])([CH3:3])[CH3:2])=[O:7])[CH2:10]3)[N:41]=[C:40]([N:11]3[CH2:12][C@@H:13]([NH:15][C:16]([O:18][C:19]([CH3:21])([CH3:22])[CH3:20])=[O:17])[CH2:14][C@@H:9]([NH:8][C:6]([O:5][C:1]([CH3:4])([CH3:3])[CH3:2])=[O:7])[CH2:10]3)[N:39]=2)[CH:34]=[CH:33][C:32]=1[NH:46][C:47](=[O:49])[CH3:48])[C:24]1[CH:29]=[CH:28][CH:27]=[CH:26][CH:25]=1. Procedure: (3R,5S)-3,5-bis-(tert-Butoxycarbonylamino)-piperidine (4) (1.68 g, 5.33 mmol) was suspended in DMF (20 mL), sonicated for 2 minutes and added to the crude reaction mixture containing N-[2-benzyloxy-4-(4,6-dichloro-[1,3,5]triazin-2-ylamino)-phenyl]-acetamide (400). The mixture was heated to 80° C. for 8 h. LC-MS indicated complete reaction at this point. The mixture was concentrated to a volume of 50 mL and poured into ice-water. A white solid precipitated immediately and was collected by filtrat... Starting materials: C(C1=CC=CC=C1)#N (benzonitrile), Cl[Sn](Cl)(Cl)Cl (SnCl4), C(CC(=O)C)(=O)OCC (ethyl acetoacetate), C(=O)(O)[O-].[Na+] (NaHCO3). Solvent: C1=CC=CC=C1 (benzene). Product: C(C)OC(C(C(C)=O)=C(C1=CC=CC=C1)N)=O (2-(Amino-phenyl-methylene)-3-oxo-butyric acid ethyl ester). The yield is 45.4%. RXN SMILES: [C:1](#[N:8])[C:2]1[CH:7]=[CH:6][CH:5]=[CH:4][CH:3]=1.Cl[Sn](Cl)(Cl)Cl.[C:14]([O:20][CH2:21][CH3:22])(=[O:19])[CH2:15][C:16]([CH3:18])=[O:17].C([O-])(O)=O.[Na+]>C1C=CC=CC=1>[CH2:21]([O:20][C:14](=[O:19])[C:15](=[C:1]([NH2:8])[C:2]1[CH:7]=[CH:6][CH:5]=[CH:4][CH:3]=1)[C:16](=[O:17])[CH3:18])[CH3:22] |f:3.4|. Procedure: To a solution of the benzonitrile (40 g, 388.3 mmol) in benzene (600 mL) were added SnCl4 (44.75 mL, 388.3 mmol) and ethyl acetoacetate (49.1 mL, 388.3 mmol) at r.t. with stirring. The mixture was stirred at r.t. for 40 min, and was then refluxed with stirring for 2 h. After cooling to r.t. sat. NaHCO3 solution (200 mL) was added, and the mixture extracted with EtOAc (4×200 mL). The combined organic phases were washed with sat. aq. NaCl solution and water, dried over MgSO4, and concentrated in v... Reaction SMILES: [CH3:1][O:2][C:3]1[CH:21]=[CH:20][C:6]([CH2:7][N:8]2[CH:12]=[C:11]([C:13]3[N:14]=[C:15]([NH2:19])[S:16][C:17]=3[CH3:18])[CH:10]=[N:9]2)=[CH:5][CH:4]=1.Cl[C:23]1[CH:28]=[C:27]([F:29])[CH:26]=[CH:25][N:24]=1.CC1(C)C2C(=C(P(C3C=CC=CC=3)C3C=CC=CC=3)C=CC=2)OC2C(P(C3C=CC=CC=3)C3C=CC=CC=3)=CC=CC1=2.C(=O)([O-])[O-].[Cs+].[Cs+]>O1CCOCC1.CC([O-])=O.CC([O-])=O.[Pd+2]>[CH3:1][O:2][C:3]1[CH:21]=[CH:20][C:6]([CH2:7][N:8]2[CH:12]=[C:11]([C:13]3[N:14]=[C:15]([NH:19][C:23]4[CH:28]=[C:27]([F:29])[CH:26]=[CH:25][N:24]=4)[S:16][C:17]=3[CH3:18])[CH:10]=[N:9]2)=[CH:5][CH:4]=1 |f:3.4.5,7.8.9|. Reagents/catalysts: CC(=O)[O-].CC(=O)[O-].[Pd+2] (Pd(OAc)2). Procedure details: According to Scheme 3 Step 2: A solution of 4-(1-(4-methoxybenzyl)-1H-pyrazol-4-yl)-5-methylthiazol-2-amine (0.47 mmol, 140 mg), 2-chloro-4-fluoropyridine (0.47 mmol, 61 mg), Xantphos (70 μmol, 40.5 mg), Pd(OAc)2 (46 μmol, 10.5 mg) and cesium carbonate (0.93 mmol, 304 mg) in dioxane (6.5 mL) was microwaved at 135° C. for 2 hours under nitrogen. After evaporation of the solvent, the resulting crude product was purified by flash chromatography over silica gel using cyclohexane/AcOEt (80:20) as elu... Product: COC1=CC=C(CN2N=CC(=C2)C=2N=C(SC2C)NC2=NC=CC(=C2)F)C=C1 (N-(4-(1-(4-methoxybenzyl)-1H-pyrazol-4-yl)-5-methylthiazol-2-yl)-4-fluoropyridin-2-amine). The reactants are COC1=CC=C(CN2N=CC(=C2)C=2N=C(SC2C)N)C=C1 (4-(1-(4-methoxybenzyl)-1H-pyrazol-4-yl)-5-methylthiazol-2-amine), ClC1=NC=CC(=C1)F (2-chloro-4-fluoropyridine), CC1(C2=C(C(=CC=C2)P(C3=CC=CC=C3)C4=CC=CC=C4)OC5=C(C=CC=C51)P(C6=CC=CC=C6)C7=CC=CC=C7)C (Xantphos), C([O-])([O-])=O.[Cs+].[Cs+] (cesium carbonate). Run in O1CCOCC1 (dioxane). The yield is 70.2%. The reactants are FC(C(=O)O)(F)F.FC1=C(C=CC(=C1)S(=O)(=O)C)C=1OC2=C(N1)C=C(C=C2)C2CCNCC2 (2-[2-fluoro-4-(methylsulfonyl)phenyl]-5-(piperidin-4-yl)benzo[d]oxazole 2,2,2-trifluoroacetate), C(OCC1=CC=CC=C1)(=O)Cl (benzyl carbonochloridate), C1(=CC=CC=C1)C (toluene), TEA. Solvent: C(Cl)Cl (DCM). Reaction conditions: time 30 minute. The product is FC1=C(C=CC(=C1)S(=O)(=O)C)C=1OC2=C(N1)C=C(C=C2)C2CCN(CC2)C(=O)OCC2=CC=CC=C2 (Benzyl 4-{2-[2-fluoro-4-(methylsulfonyl)phenyl]benzo[d]oxazol-5-yl}piperidine-1-carboxylate). Reaction SMILES: FC(F)(F)C(O)=O.[F:8][C:9]1[CH:14]=[C:13]([S:15]([CH3:18])(=[O:17])=[O:16])[CH:12]=[CH:11][C:10]=1[C:19]1[O:20][C:21]2[CH:27]=[CH:26][C:25]([CH:28]3[CH2:33][CH2:32][NH:31][CH2:30][CH2:29]3)=[CH:24][C:22]=2[N:23]=1.[C:34](Cl)(=[O:43])[O:35][CH2:36][C:37]1[CH:42]=[CH:41][CH:40]=[CH:39][CH:38]=1.C1(C)C=CC=CC=1>C(Cl)Cl>[F:8][C:9]1[CH:14]=[C:13]([S:15]([CH3:18])(=[O:16])=[O:17])[CH:12]=[CH:11][C:10]=1[C:19]1[O:20][C:21]2[CH:27]=[CH:26][C:25]([CH:28]3[CH2:33][CH2:32][N:31]([C:34]([O:35][CH2:36][C:37]4[CH:42]=[CH:41][CH:40]=[CH:39][CH:38]=4)=[O:43])[CH2:30][CH2:29]3)=[CH:24][C:22]=2[N:23]=1 |f:0.1|. Procedure details: 2-[2-fluoro-4-(methylsulfonyl)phenyl]-5-(piperidin-4-yl)benzo[d]oxazole 2,2,2-trifluoroacetate (Example 61) (70 mg, 0.14 mmol) dissolved in DCM (10 ml) and added TEA (0.1 ml, 0.72 mmol). This mixture stirred at rt for 30 mins and added benzyl carbonochloridate in toluene (48 mg, 0.28 mmol). After 30 mins reaction mixture quenched with water and extracted with DCM. DCM removed on rotavapour to obtain the crude. Crude was purified by combiflash using EtOAc and Petether (1:2) as eluent to afford th... The reactants are C(=O)(O)[O-].[Na+] (NaHCO3), O=C1O[C@@H]([C@@H](N([C@H]1CC1=CC(=CC=C1)C(CC)CC)C(=O)OC(C)(C)C)C1=CC=CC=C1)C1=CC=CC=C1 (tert-butyl (2R, 3S, 5S)-6-oxo-2,3-diphenyl-5-(3-(3-pentyl)benzyl)-4-morpholinecarboxylate), C(Cl)Cl (CH2Cl2), C(=O)(C(F)(F)F)O (TFA). The solvent is CCOC(=O)C (EtOAc), CCCCCC (hexane). Reaction conditions: temperature 0 celsius, time 5 hour. Product: O=C1O[C@@H]([C@@H](N[C@H]1CC1=CC(=CC=C1)C(CC)CC)C1=CC=CC=C1)C1=CC=CC=C1 ((2R, 3S, 5S)-6-oxo-2,3-diphenyl-5-(3-(3-pentyl)benzyl)morpholine). Isolated yield 83.4%. As a reaction SMILES: [O:1]=[C:2]1[C@H:7]([CH2:8][C:9]2[CH:14]=[CH:13][CH:12]=[C:11]([CH:15]([CH2:18][CH3:19])[CH2:16][CH3:17])[CH:10]=2)[N:6](C(OC(C)(C)C)=O)[C@@H:5]([C:27]2[CH:32]=[CH:31][CH:30]=[CH:29][CH:28]=2)[C@@H:4]([C:33]2[CH:38]=[CH:37][CH:36]=[CH:35][CH:34]=2)[O:3]1.C(Cl)Cl.C(O)(C(F)(F)F)=O.C([O-])(O)=O.[Na+]>CCOC(C)=O.CCCCCC>[O:1]=[C:2]1[C@H:7]([CH2:8][C:9]2[CH:14]=[CH:13][CH:12]=[C:11]([CH:15]([CH2:16][CH3:17])[CH2:18][CH3:19])[CH:10]=2)[NH:6][C@@H:5]([C:27]2[CH:28]=[CH:29][CH:30]=[CH:31][CH:32]=2)[C@@H:4]([C:33]2[CH:34]=[CH:35][CH:36]=[CH:37][CH:38]=2)[O:3]1 |f:3.4|. Procedure: To a 250 mL round bottomed flask equipped with a magnetic stirrer and a nitrogen inlet were added 2.19 g of tert-butyl (2R, 3S, 5S)-6-oxo-2,3-diphenyl-5-(3-(3-pentyl)benzyl)-4-morpholinecarboxylate and 45 mL of anhydrous CH2Cl2. The solution was cooled to 0° C. and was treated with 3.5 mL of TFA. The solution was allowed to warm to RT and was stirred under nitrogen. After 5 h, tlc (SiO2, 9:1 hexane:EtOAc) indicated a trace of starting material and a major new component at Rf =0.42. The reaction ... The reactants are ClCCl, OCC1CCN(c2ncc(F)cn2)CC1, O=[Cr](=O)([O-])Cl, c1cc[nH+]cc1. Product: O=CC1CCN(c2ncc(F)cn2)CC1. RXN SMILES: [Cl:27][CH2:28][Cl:29].[F:1][c:2]1[cH:3][n:4][c:5]([N:8]2[CH2:9][CH2:10][CH:11]([CH2:14][OH:15])[CH2:12][CH2:13]2)[n:6][cH:7]1.[O:16]=[Cr:17]([Cl:18])([O-:19])=[O:20].[nH+:21]1[cH:22][cH:23][cH:24][cH:25][cH:26]1>>[F:1][c:2]1[cH:3][n:4][c:5]([N:8]2[CH2:9][CH2:10][CH:11]([CH:14]=[O:15])[CH2:12][CH2:13]2)[n:6][cH:7]1.